Dataset: the Open Reaction Database (ORD), a public repository of structured organic reaction records. Task: describe an organic reaction: reactants, conditions, products, and yield Starting materials: C1(=CC=CC=C1)C=NC1C2=CC=CC=C2CC12C(NC1=CC=CC=C21)=O (1,3-dihydro-1-[(phenylmethylene)amino]spiro[2H-indene-2,3'-[3H]indole]-2'(1'H)one), O.NN (hydrazine hydrate). Run in C(C)O (ethanol). Yields the product NC1C2=CC=CC=C2CC12C(NC1=CC=CC=C21)=O (1-amino-1,3-dihydrospiro[2H-indene-2,3'-[3H]indol]-2'(1'H)one). RXN SMILES: C1(C=[N:8][CH:9]2[C:17]3([C:25]4[C:20](=[CH:21][CH:22]=[CH:23][CH:24]=4)[NH:19][C:18]3=[O:26])[CH2:16][C:15]3[C:10]2=[CH:11][CH:12]=[CH:13][CH:14]=3)C=CC=CC=1.O.NN>C(O)C>[NH2:8][CH:9]1[C:17]2([C:25]3[C:20](=[CH:21][CH:22]=[CH:23][CH:24]=3)[NH:19][C:18]2=[O:26])[CH2:16][C:15]2[C:10]1=[CH:11][CH:12]=[CH:13][CH:14]=2 |f:1.2|. Reported procedure: To a slurry consisting of 1,3-dihydro-1-[(phenylmethylene)amino]spiro[2H-indene-2,3'-[3H]indole]-2'(1'H)one (13.8 g), and absolute ethanol (300 ml) was added hydrazine hydrate (13.9 ml). The resulting mixture was heated at reflux for 3 hours, cooled to room temperature and the resulting precipitate removed by filtration. The other liquor was concentrated and the resulting oil solidified upon addition of ethyl acetate-hexane. The resulting solid was recovered by filtration. Additional product was...